From a dataset of the Open Reaction Database (ORD), a public repository of structured organic reaction records. describe an organic reaction: reactants, conditions, products, and yield Starting materials: N[C@@H](C)C(=O)N1[C@@H](CC2CCCCC12)C(=O)O (1-[(S)-alanyl]octahydroindole-2(S)-carboxylic acid), O=C(C(=O)O)CCC(=O)O (2-oxoglutaric acid), C(#N)[BH3-].[Na+] (sodium cyanoborohydride). Product: C(=O)(O)C(CCC(=O)O)N[C@@H](C)C(=O)N1[C@@H](CC2CCCCC12)C(=O)O (1-[N-(1,3-Dicarboxypropyl)-(S)-alanyl]octahydroindole-2(S)-carboxylic acid). As a reaction SMILES: [NH2:1][C@H:2]([C:4]([N:6]1[CH:14]2[CH:9]([CH2:10][CH2:11][CH2:12][CH2:13]2)[CH2:8][C@H:7]1[C:15]([OH:17])=[O:16])=[O:5])[CH3:3].O=[C:19]([CH2:23][CH2:24][C:25]([OH:27])=[O:26])[C:20]([OH:22])=[O:21].C([BH3-])#N.[Na+]>>[C:20]([CH:19]([NH:1][C@H:2]([C:4]([N:6]1[CH:14]2[CH:9]([CH2:10][CH2:11][CH2:12][CH2:13]2)[CH2:8][C@H:7]1[C:15]([OH:17])=[O:16])=[O:5])[CH3:3])[CH2:23][CH2:24][C:25]([OH:27])=[O:26])([OH:22])=[O:21] |f:2.3|. Procedure details: As described in Example 5, treat 1-[(S)-alanyl]octahydroindole-2(S)-carboxylic acid (prepared as described in Example 1) and 2-oxoglutaric acid with sodium cyanoborohydride to isolate the title compound. Reactants: solution, ice water, BrCCCCCCCCCCCO (11-bromoundecanol), [C-]#N.[Na+] (sodium cyanide). Run in CN(C=O)C (dimethylformamide). The product is OCCCCCCCCCCCC#N (12-hydroxydodecanonitrile). Reaction SMILES: Br[CH2:2][CH2:3][CH2:4][CH2:5][CH2:6][CH2:7][CH2:8][CH2:9][CH2:10][CH2:11][CH2:12][OH:13].[C-:14]#[N:15].[Na+]>CN(C)C=O>[OH:13][CH2:12][CH2:11][CH2:10][CH2:9][CH2:8][CH2:7][CH2:6][CH2:5][CH2:4][CH2:3][CH2:2][C:14]#[N:15] |f:1.2|. Procedure details: A solution 4.6 g. of 11-bromoundecanol and 1.6 g. of sodium cyanide in 40 ml. of dimethylformamide is heated at 80° C. for 18 hours, cooled, and poured into ice-water. The mixture is extracted with methylene chloride and the extract is dried over anhydrous magnesium sulfate. Evaporation of the solution affords 12-hydroxydodecanonitrile as a yellow oil. Reactants: FC1=NC=C(C=C1)C=O (2-fluoro-5-formylpyridine), CuCl2, NC1=C(C(=O)NC2=CC=C(C=C2)C(C)CC)C=CC=C1 (2-amino-N-(4-sec-butylphenyl)benzamide). Run in CCO (EtOH). Product: C(C)(CC)C1=CC=C(C=C1)N1C(=NC2=CC=CC=C2C1=O)C=1C=NC(=CC1)F (3-(4-sec-butylphenyl)-2-(6-fluoropyridin-3-yl)quinazolin-4(3H)-one). Yield: 15.0%. As a reaction SMILES: [F:1][C:2]1[CH:7]=[CH:6][C:5]([CH:8]=O)=[CH:4][N:3]=1.[NH2:10][C:11]1[CH:29]=[CH:28][CH:27]=[CH:26][C:12]=1[C:13]([NH:15][C:16]1[CH:21]=[CH:20][C:19]([CH:22]([CH2:24][CH3:25])[CH3:23])=[CH:18][CH:17]=1)=[O:14]>CCO>[CH:22]([C:19]1[CH:20]=[CH:21][C:16]([N:15]2[C:13](=[O:14])[C:12]3[C:11](=[CH:29][CH:28]=[CH:27][CH:26]=3)[N:10]=[C:8]2[C:5]2[CH:4]=[N:3][C:2]([F:1])=[CH:7][CH:6]=2)=[CH:17][CH:18]=1)([CH2:24][CH3:25])[CH3:23]. Procedure details: 2-fluoro-5-formylpyridine (0.55 mmol) and anyhydrous CuCl2 (0.150 g, 1.10 mmol) were added to a solution of 2-amino-N-(4-sec-butylphenyl)benzamide (0.205 g, 0.55 mmol) in anyhydrous EtOH (10 mL). After heating at reflux temperature for 2.5 hours, the mixture was concentrated in vacuo. The residue was dissolved in EtOAc and washed with H2O, then brine, dried (Na2SO4), filtered, and concentrated in vacuo. Purification by flash chromatography on silica gel, eluting with 2% to 50% EtOAc in heptane, ... Starting materials: [BH4-], C1CCOC1, CO, COCCN(C)Cc1c(-c2ccc(NC(=O)NOC)cc2)sc2c1c(=O)n(CC(=O)C(C)(C)C)c(=O)n2Cc1c(F)cccc1F, [Na+]. Yields the product COCCN(C)Cc1c(-c2ccc(NC(=O)NOC)cc2)sc2c1c(=O)n(CC(O)C(C)(C)C)c(=O)n2Cc1c(F)cccc1F. As a reaction SMILES: [BH4-:47].[CH2:51]1[O:52][CH2:53][CH2:54][CH2:55]1.[CH3:49][OH:50].[F:1][c:2]1[c:3]([CH2:4][n:5]2[c:6](=[O:41])[n:7]([CH2:34][C:35]([C:36]([CH3:37])([CH3:38])[CH3:39])=[O:40])[c:8](=[O:33])[c:9]3[c:10]2[s:11][c:12](-[c:21]2[cH:22][cH:23][c:24]([NH:27][C:28](=[O:29])[NH:30][O:31][CH3:32])[cH:25][cH:26]2)[c:13]3[CH2:14][N:15]([CH3:16])[CH2:17][CH2:18][O:19][CH3:20])[c:42]([F:46])[cH:43][cH:44][cH:45]1.[Na+:48]>>[F:1][c:2]1[c:3]([CH2:4][n:5]2[c:6](=[O:41])[n:7]([CH2:34][CH:35]([C:36]([CH3:37])([CH3:38])[CH3:39])[OH:40])[c:8](=[O:33])[c:9]3[c:10]2[s:11][c:12](-[c:21]2[cH:22][cH:23][c:24]([NH:27][C:28](=[O:29])[NH:30][O:31][CH3:32])[cH:25][cH:26]2)[c:13]3[CH2:14][N:15]([CH3:16])[CH2:17][CH2:18][O:19][CH3:20])[c:42]([F:46])[cH:43][cH:44][cH:45]1. Reactants: COC(C1=CC=C(C=C1)CN(C1C(NCCC(C1)C(C)C)=O)S(=O)(=O)C1=CC=C(C=C1)Cl)=O (4-{[(4-Chloro-benzenesulfonyl)-(5-isopropyl-2-oxo-azepan-3-yl)-amino]-methyl}-benzoic acid methyl ester), acid, ONC(C)=N (N-hydroxy-acetamidine), 1,1-carbonyl diimidazole, CDI, ONC(C)=N (N-hydroxy-acetamidine), O[Li].O (LiOH.H2O), amidine, [F-].C(CCC)[N+](CCCC)(CCCC)CCCC (tetrabutylammonium fluoride). Solvent: C1CCOC1 (THF), O (water), C1CCOC1 (THF). Run at time 30 minute. Product: ClC1=CC=C(C=C1)S(=O)(=O)N(CC1=CC=C(C=C1)C1=NC(=NO1)C)C1C(NCCC(C1)C(C)C)=O (4-Chloro-N-(5-isopropyl-2-oxo-azepan-3-yl)-N-[4-(3-methyl-[1,2,4]oxadiazol-5-yl)-benzyl]-benzenesulfonamide). Reaction SMILES: CO[C:3](=[O:33])[C:4]1[CH:9]=[CH:8][C:7]([CH2:10][N:11]([S:23]([C:26]2[CH:31]=[CH:30][C:29]([Cl:32])=[CH:28][CH:27]=2)(=[O:25])=[O:24])[CH:12]2[CH2:18][CH:17]([CH:19]([CH3:21])[CH3:20])[CH2:16][CH2:15][NH:14][C:13]2=[O:22])=[CH:6][CH:5]=1.O[Li].O.O[NH:38][C:39](=[NH:41])[CH3:40].[F-].C([N+](CCCC)(CCCC)CCCC)CCC>C1COCC1.O>[Cl:32][C:29]1[CH:28]=[CH:27][C:26]([S:23]([N:11]([CH:12]2[CH2:18][CH:17]([CH:19]([CH3:20])[CH3:21])[CH2:16][CH2:15][NH:14][C:13]2=[O:22])[CH2:10][C:7]2[CH:8]=[CH:9][C:4]([C:3]3[O:33][N:41]=[C:39]([CH3:40])[N:38]=3)=[CH:5][CH:6]=2)(=[O:25])=[O:24])=[CH:31][CH:30]=1 |f:1.2,4.5|. Reported procedure: 4-{[(4-Chloro-benzenesulfonyl)-(5-isopropyl-2-oxo-azepan-3-yl)-amino]-methyl}-benzoic acid methyl ester (0.30 g, 0.60 mmol) was saponified to the acid using LiOH.H2O (0.04 g, 0.90 mmol). The acid (0.10 g, 0.21 mmol) was dissolved in THF (3 ml) and added dropwise to a solution of 1,1-carbonyl diimidazole (CDI, 0.04 g, 0.23 mmol) in THF (0.5 ml). After 30 min, N-hydroxy-acetamidine (0.04 g, 0.23 mmol) was added. A further two equivalents each of CDI and N-hydroxy-acetamidine were added during a fu... The reactants are OC1=NC(=NC(=C1)CC)S (4-Hydroxy-2-mercapto-6-ethylpyrimidine). Reagents/catalysts: [Ni] (Raney-Nickel). Solvent: O (water). The product is C(C)C1=CC(NC=N1)=O (6-Ethyl-3H-pyrimidin-4-one). RXN SMILES: [OH:1][C:2]1[CH:7]=[C:6]([CH2:8][CH3:9])[N:5]=[C:4](S)[N:3]=1>O.[Ni]>[CH2:8]([C:6]1[N:5]=[CH:4][NH:3][C:2](=[O:1])[CH:7]=1)[CH3:9]. Procedure: 90 g (0.58 mol) 4-Hydroxy-2-mercapto-6-ethylpyrimidine and 270 g Raney-Nickel are suspended in water (1000 mL) and the suspension is heated and stirred under reflux over night. The reaction mixture is filtered over celite and the filtrate is concentrated under reduced pressure to give crude product. Yield: 70.0 g (98%). Starting materials: molar solution, C([O-])(O)=O.[Na+] (sodium bicarbonate), C(C)(=O)OCC=1CS[C@H]2N(C1C(=O)O)C(C2NC(C(=NOC=C)C=2N=C(SC2)NC(C2=CC=CC=C2)(C2=CC=CC=C2)C2=CC=CC=C2)=O)=O (3-acetoxymethyl-7-[2-(2-tritylamino-4-thiazolyl)-2-vinyloxyimino-acetamido]-ceph-3-eme-4-carboxylic acid). Solvent: O (water), CC(=O)C (acetone). Run at time 1 hour. Product: C(C)(=O)OCC=1CS[C@H]2N(C1C(=O)[O-])C(C2NC(C(=NOC=C)C=2N=C(SC2)NC(C2=CC=CC=C2)(C2=CC=CC=C2)C2=CC=CC=C2)=O)=O.[Na+] (sodium 3-acetoxymethyl-7-[2-(2-tritylamino-4-thiazolyl)-2-vinyloxyimino-acetamido]-ceph-3-eme-4-carboxylate). RXN SMILES: [C:1]([O:4][CH2:5][C:6]1[CH2:7][S:8][C@@H:9]2[CH:16]([NH:17][C:18](=[O:49])[C:19]([C:24]3[N:25]=[C:26]([NH:29][C:30]([C:43]4[CH:48]=[CH:47][CH:46]=[CH:45][CH:44]=4)([C:37]4[CH:42]=[CH:41][CH:40]=[CH:39][CH:38]=4)[C:31]4[CH:36]=[CH:35][CH:34]=[CH:33][CH:32]=4)[S:27][CH:28]=3)=[N:20][O:21][CH:22]=[CH2:23])[C:15](=[O:50])[N:10]2[C:11]=1[C:12]([OH:14])=[O:13])(=[O:3])[CH3:2].C(=O)(O)[O-].[Na+:55]>CC(C)=O.O>[C:1]([O:4][CH2:5][C:6]1[CH2:7][S:8][C@@H:9]2[CH:16]([NH:17][C:18](=[O:49])[C:19]([C:24]3[N:25]=[C:26]([NH:29][C:30]([C:37]4[CH:38]=[CH:39][CH:40]=[CH:41][CH:42]=4)([C:43]4[CH:48]=[CH:47][CH:46]=[CH:45][CH:44]=4)[C:31]4[CH:32]=[CH:33][CH:34]=[CH:35][CH:36]=4)[S:27][CH:28]=3)=[N:20][O:21][CH:22]=[CH2:23])[C:15](=[O:50])[N:10]2[C:11]=1[C:12]([O-:14])=[O:13])(=[O:3])[CH3:2].[Na+:55] |f:1.2,5.6|. Reported procedure: 2.628 g of the product of Example 34 in resin form were dissolved at room temperature in 5.2 ml of acetone and 10.4 ml of a molar solution of sodium bicarbonate in water were added thereto all at once. The mixture stood at 20° C. for 1 hour and was then vacuum filtered. The recovered precipitate was rinsed twice with 2 ml of a 1-1 water-acetone mixture and with 2 ml of distilled water and was dried at 40° C. under reduced pressure to obtain 1.612 g of the syn isomer of raw sodium 3-acetoxymethyl... Reaction SMILES: [Br:1][c:2]1[c:3]2[c:4]([n:5][cH:6][cH:7]1)[n:8]([Si:11]([CH:12]([CH3:13])[CH3:14])([CH:15]([CH3:16])[CH3:17])[CH:18]([CH3:19])[CH3:20])[cH:9][cH:10]2.[C:21]([Li:22])([CH3:23])([CH3:24])[CH3:25].[CH2:46]1[O:47][CH2:48][CH2:49][CH2:50]1.[F:26][N:27]([S:28]([c:29]1[cH:30][cH:31][cH:32][cH:33][cH:34]1)(=[O:35])=[O:36])[S:37]([c:38]1[cH:39][cH:40][cH:41][cH:42][cH:43]1)(=[O:44])=[O:45]>>[c:2]1([F:26])[c:3]2[c:4]([n:5][cH:6][cH:7]1)[n:8]([Si:11]([CH:12]([CH3:13])[CH3:14])([CH:15]([CH3:16])[CH3:17])[CH:18]([CH3:19])[CH3:20])[cH:9][cH:10]2. Reactants: CC(C)[Si](C(C)C)(C(C)C)n1ccc2c(Br)ccnc21, [Li]C(C)(C)C, C1CCOC1, O=S(=O)(c1ccccc1)N(F)S(=O)(=O)c1ccccc1. Yields the product CC(C)[Si](C(C)C)(C(C)C)n1ccc2c(F)ccnc21. Procedure details: To a solution of 1-((S)-3-hydroxy-pyrrolidin-1-yl)-propan-1-one (intermediate 2) (358 mg, 2.503 mmol) in 5 mL of THF was added NaH (108 mg, 2.70 mmol) under Ar. The mixture was stirred at rt for 15 min, then 6-benzyl-4-chloro-5,6,7,8-tetrahydro-pyrido[4,3-d]pyrimidine (500 mg, 1.925 mmol) and 5 mL of THF were added and stirred at rt for 5 h. The reaction was quenched with H2O and extracted with ethylacetate, the org. layer was washed with brine, dried over MgSO4, filtered and evaporated to dryne... Yield: 78.0%. Starting materials: C(C1=CC=CC=C1)N1CC2=C(N=CN=C2Cl)CC1 (6-benzyl-4-chloro-5,6,7,8-tetrahydro-pyrido[4,3-d]pyrimidine), O[C@@H]1CN(CC1)C(CC)=O (1-((S)-3-hydroxy-pyrrolidin-1-yl)-propan-1-one), O[C@@H]1CN(CC1)C(CC)=O (1-((S)-3-hydroxy-pyrrolidin-1-yl)-propan-1-one), [H-].[Na+] (NaH). Reaction SMILES: [OH:1][C@H:2]1[CH2:6][CH2:5][N:4]([C:7](=[O:10])[CH2:8][CH3:9])[CH2:3]1.[H-].[Na+].[CH2:13]([N:20]1[CH2:30][CH2:29][C:23]2[N:24]=[CH:25][N:26]=[C:27](Cl)[C:22]=2[CH2:21]1)[C:14]1[CH:19]=[CH:18][CH:17]=[CH:16][CH:15]=1>C1COCC1>[CH2:13]([N:20]1[CH2:30][CH2:29][C:23]2[N:24]=[CH:25][N:26]=[C:27]([O:1][C@H:2]3[CH2:6][CH2:5][N:4]([C:7](=[O:10])[CH2:8][CH3:9])[CH2:3]3)[C:22]=2[CH2:21]1)[C:14]1[CH:15]=[CH:16][CH:17]=[CH:18][CH:19]=1 |f:1.2|. Conditions: time 15 minute. The solvent is C1CCOC1 (THF), C1CCOC1 (THF). The product is C(C1=CC=CC=C1)N1CC2=C(N=CN=C2O[C@@H]2CN(CC2)C(CC)=O)CC1 (1-[(S)-3-(6-benzyl-5,6,7,8-tetrahydro-pyrido[4,3-d]pyrimidin-4-yloxy)-pyrrolidin-1-yl]-propan-1-one). Reactants: COC1=C(C=CC=C1)N1CCNCC1 (1-(2-methoxyphenyl)piperazine), C[C@H]1N(S(OC1)(=O)=O)C1=NC=CC=C1 ((R)4-methyl-3-pyridin-2-yl[1,2,3]oxathiazolidine-2,2-dioxide). The solvent is C(C)#N (acetonitrile). Product: COC1=C(C=CC=C1)N1CCN(CC1)C[C@H](NC1=NC=CC=C1)C ((R)-1-(2-Methoxyphenyl)-4-[2-(methyl)-2-(2-pyridinylamino)ethyl]piperazine). Isolated yield 77.4%. Reaction SMILES: [CH3:1][O:2][C:3]1[CH:8]=[CH:7][CH:6]=[CH:5][C:4]=1[N:9]1[CH2:14][CH2:13][NH:12][CH2:11][CH2:10]1.[CH3:15][C@@H:16]1[CH2:20]OS(=O)(=O)[N:17]1[C:23]1[CH:28]=[CH:27][CH:26]=[CH:25][N:24]=1>C(#N)C>[CH3:1][O:2][C:3]1[CH:8]=[CH:7][CH:6]=[CH:5][C:4]=1[N:9]1[CH2:14][CH2:13][N:12]([CH2:15][C@@H:16]([CH3:20])[NH:17][C:23]2[CH:28]=[CH:27][CH:26]=[CH:25][N:24]=2)[CH2:11][CH2:10]1. Procedure details: 12.02 grams of 1-(2-methoxyphenyl)piperazine and 13.4 grams of (R)4-methyl-3-pyridin-2-yl[1,2,3]oxathiazolidine-2,2-dioxide were stirred together in 50 milliliters of acetonitrile at room temperature overnight. The solvent was removed in vacuo. The residue was heated in 100 milliliters of dilute hydrochloric acid for 30 minutes. The mixture was cooled, washed with dichloromethane, basified by using dilute sodium hydroxide solution and extracted by means of dichloromethane. The organic phase was ...